This data is from the Open Reaction Database (ORD), a public repository of structured organic reaction records. The task is: describe an organic reaction: reactants, conditions, products, and yield Starting materials: CNS(=O)(=O)C=1C=C(C=CC1)OC1=CC=C(C=C1)[N+](=O)[O-] (4-(3-(N-methylsulfamoyl)phenyloxy)-1-nitrobenzene). The reagents and catalysts are [Pd] (Pd/C). Run in CCOC(=O)C (EtOAc). Yields the product CNS(=O)(=O)C=1C=C(C=CC1)OC1=CC=C(N)C=C1 (4-(3-(N-methylsulfamoyl)phenyloxy)aniline). Isolated yield 25.8%. RXN SMILES: [CH3:1][NH:2][S:3]([C:6]1[CH:7]=[C:8]([O:12][C:13]2[CH:18]=[CH:17][C:16]([N+:19]([O-])=O)=[CH:15][CH:14]=2)[CH:9]=[CH:10][CH:11]=1)(=[O:5])=[O:4]>CCOC(C)=O.[Pd]>[CH3:1][NH:2][S:3]([C:6]1[CH:7]=[C:8]([O:12][C:13]2[CH:18]=[CH:17][C:16]([NH2:19])=[CH:15][CH:14]=2)[CH:9]=[CH:10][CH:11]=1)(=[O:4])=[O:5]. Procedure: A slurry of 4-(3-(N-methylsulfamoyl)phenyloxy)-1-nitrobenzene (0.30 g) and 10% Pd/C (0.030 g) in EtOAc (20 mL) was stirred under an H2 atmosphere (balloon) overnight. The resulting mixture was filtered through a pad of Celite®. The filtrate was concentrated under reduced pressure. The residue was purified by column chromatography (30% EtOAcn70% hexane) to give 4-(3-(N-methylsulfamoyl)phenyloxy)aniline (0.070 g). Starting materials: C(=O)C1=CC=C(CN2CCC(CC2)N(C(C)=O)C(C)C)C=C1 (N-(1-(4-formylbenzyl)piperidin-4-yl)-N-isopropylacetamide), OS(=O)[O-].[Na+] (NaHSO3), CC=1C=CC(=CC1)S(=O)(=O)O (p-TsOH), NC1=C(C(=O)N)C(=CC(=C1)OC)OC (2-amino-4,6-dimethoxybenzamide). Solvent: CC(=O)N(C)C (DMA). Run at temperature 130 celsius, time 5 hour. Product: COC1=C2C(NC(=NC2=CC(=C1)OC)C1=CC=C(CN2CCC(CC2)N(C(C)=O)C(C)C)C=C1)=O (N-(1-(4-(5,7-Dimethoxy-4-oxo-3,4-dihydroquinazolin-2-yl)benzyl)piperidin-4-yl)-N-isopropylacetamide). Isolated yield 56.0%. As a reaction SMILES: [CH:1]([C:3]1[CH:22]=[CH:21][C:6]([CH2:7][N:8]2[CH2:13][CH2:12][CH:11]([N:14]([CH:18]([CH3:20])[CH3:19])[C:15](=[O:17])[CH3:16])[CH2:10][CH2:9]2)=[CH:5][CH:4]=1)=O.OS([O-])=O.[Na+].CC1C=CC(S(O)(=O)=O)=CC=1.[NH2:39][C:40]1[CH:48]=[C:47]([O:49][CH3:50])[CH:46]=[C:45]([O:51][CH3:52])[C:41]=1[C:42]([NH2:44])=[O:43]>CC(N(C)C)=O>[CH3:52][O:51][C:45]1[CH:46]=[C:47]([O:49][CH3:50])[CH:48]=[C:40]2[C:41]=1[C:42](=[O:43])[NH:44][C:1]([C:3]1[CH:4]=[CH:5][C:6]([CH2:7][N:8]3[CH2:13][CH2:12][CH:11]([N:14]([CH:18]([CH3:19])[CH3:20])[C:15](=[O:17])[CH3:16])[CH2:10][CH2:9]3)=[CH:21][CH:22]=1)=[N:39]2 |f:1.2|. Procedure: A mixture of N-(1-(4-formylbenzyl)piperidin-4-yl)-N-isopropylacetamide (0.770 g, 2.5 mmol), NaHSO3 (0.350 g, 3.3 mmol), and p-TsOH (0.100 g, 0.51 mmol) was added to a solution of 2-amino-4,6-dimethoxybenzamide (0.500 g, 2.5 mmol) in DMA (20 mL). The reaction was stirred at 130° C. for 5 hours and concentrated in vacuo. The residue was diluted with H2O and saturated NaHCO3, then extracted with CH2Cl2. The organics were washed with brine, dried over anhydrous Na2SO4, filtered, and concentrated in ... Reactants: CC(C)(C)OC(=O)n1nc(Cl)c2ccc(O[Si](c3ccccc3)(c3ccccc3)C(C)(C)C)cc21, C1CCOC1, CCOC(C)=O. The product is CC(C)(C)OC(=O)n1nc(Cl)c2ccc(O)cc21. Reaction SMILES: [C:1]([Si:2]([c:3]1[cH:4][cH:5][cH:24][cH:25][cH:26]1)([O:6][c:7]1[cH:8][cH:9][c:10]2[c:11]([Cl:23])[n:12][n:13]([C:16](=[O:17])[O:18][C:19]([CH3:20])([CH3:21])[CH3:22])[c:14]2[cH:15]1)[c:27]1[cH:28][cH:29][cH:30][cH:31][cH:32]1)([CH3:33])([CH3:34])[CH3:35].[CH2:42]1[O:43][CH2:44][CH2:45][CH2:46]1.[CH3:36][CH2:37][O:38][C:39](=[O:40])[CH3:41]>>[OH:6][c:7]1[cH:8][cH:9][c:10]2[c:11]([Cl:23])[n:12][n:13]([C:16](=[O:17])[O:18][C:19]([CH3:20])([CH3:21])[CH3:22])[c:14]2[cH:15]1. The reactants are CON1C(CC(CC1(C)C)OC(C(=C)C)=O)(C)C (1-Methoxy-4-methacryloyloxy-2,2,6,6-tetramethylpiperidine), C(C(=C)C)(=O)Cl (methacryloyl chloride). Yields the product CON1C(CC(CC1(C)C)OC(C=C)=O)(C)C (1-Methoxy-2,2,6,6-tetramethyl-4-acryloyloxypiperidine). As a reaction SMILES: [CH3:1][O:2][N:3]1[C:8]([CH3:10])([CH3:9])[CH2:7][CH:6]([O:11][C:12](=[O:16])[C:13](C)=[CH2:14])[CH2:5][C:4]1([CH3:18])[CH3:17].C(Cl)(=O)C(C)=C>>[CH3:1][O:2][N:3]1[C:8]([CH3:10])([CH3:9])[CH2:7][CH:6]([O:11][C:12](=[O:16])[CH:13]=[CH2:14])[CH2:5][C:4]1([CH3:18])[CH3:17]. Procedure details: 1-Methoxy-4-methacryloyloxy-2,2,6,6-tetramethylpiperidine is made by substituting an equivalent amount of methacryloyl chloride in place of acryloyl chloride. Reactants: ClN1C(CCC1=O)=O (N-Chloro-succinimide), N1C=CC2=CC(=CC=C12)OC1=C(C(=O)OCC)C=CC(=C1)F (ethyl 2-(1H-indol-5-yloxy)-4-fluorobenzoate). Run in C1(=CC=CC=C1)C (toluene). Run at time 2 hour. The product is ClC1=CNC2=CC=C(C=C12)OC1=C(C(=O)OCC)C=CC(=C1)F (ethyl 2-(3-chloro-1H-indol-5-yloxy)-4-fluorobenzoate). As a reaction SMILES: [Cl:1]N1C(=O)CCC1=O.[NH:9]1[C:17]2[C:12](=[CH:13][C:14]([O:18][C:19]3[CH:29]=[C:28]([F:30])[CH:27]=[CH:26][C:20]=3[C:21]([O:23][CH2:24][CH3:25])=[O:22])=[CH:15][CH:16]=2)[CH:11]=[CH:10]1>C1(C)C=CC=CC=1>[Cl:1][C:11]1[C:12]2[C:17](=[CH:16][CH:15]=[C:14]([O:18][C:19]3[CH:29]=[C:28]([F:30])[CH:27]=[CH:26][C:20]=3[C:21]([O:23][CH2:24][CH3:25])=[O:22])[CH:13]=2)[NH:9][CH:10]=1. Procedure: N-Chloro-succinimide (160 mg) was added portionwise to a solution of EXAMPLE 265A (300 mg) in toluene (10 mL) and the mixture was stirred at room temperature for about two hours. The mixture was chromatographed on a silica gel column with 30% ethyl acetate in hexane to give the title compound. The reactants are BrC=1C(=C(C=O)C=CC1)F (3-bromo-2-fluorobenzaldehyde), ice water, [H-].[Na+] (sodium hydride), [H][H] (hydrogen), SCC(=O)OC (methyl mercaptoacetate). Solvent: CS(=O)C (DMSO), CS(=O)C (DMSO). Yields the product BrC1=CC=CC=2C=C(SC21)C(=O)OC (Methyl 7-bromo-1-benzothiophene-2-carboxylate). The yield is 55.3%. Reaction SMILES: [H-].[Na+].[SH:3][CH2:4][C:5]([O:7][CH3:8])=[O:6].[H][H].[Br:11][C:12]1[C:13](F)=[C:14]([CH:17]=[CH:18][CH:19]=1)[CH:15]=O>CS(C)=O>[Br:11][C:12]1[C:13]2[S:3][C:4]([C:5]([O:7][CH3:8])=[O:6])=[CH:15][C:14]=2[CH:17]=[CH:18][CH:19]=1 |f:0.1|. Procedure: Under an argon atmosphere, 8.2 g (205.7 mmol) of sodium hydride (60% in liquid paraffin) are introduced into 300 ml of absolute DMSO. At room temperature, 16.0 g (150.9 mmol) of methyl mercaptoacetate are slowly added dropwise to the reaction mixture, which is stirred at room temperature until hydrogen evolution ceases (about 15 min). A solution of 27.8 g (137.1 mmol) of 3-bromo-2-fluorobenzaldehyde in 50 ml of absolute DMSO is added at room temperature to the reaction mixture. The latter is sti... Reactants: C(#N)C=1C(=NC(=CC1C)C)S (3-Cyano-4,6-dimethyl-2-mercaptopyridine), OS(=O)(=O)O (H2SO4). Reaction conditions: temperature 105 celsius, time 3 hour. The product is CC1=C2C(=NC(=C1)C)SN=C2O (4,6-dimethylisothiazolo[5,4-b]pyridin-3-ol). RXN SMILES: [C:1]([C:3]1[C:4]([SH:11])=[N:5][C:6]([CH3:10])=[CH:7][C:8]=1[CH3:9])#[N:2].[OH:12]S(O)(=O)=O>>[CH3:9][C:8]1[CH:7]=[C:6]([CH3:10])[N:5]=[C:4]2[S:11][N:2]=[C:1]([OH:12])[C:3]=12. Procedure details: 3-Cyano-4,6-dimethyl-2-mercaptopyridine (4.7 g, 28.6 mmol) is dissolved in H2SO4(60 ml, 98%) and then stirred at 105° C. for 3 h. The reaction is monitored by HPLC-MS. The reaction solution is cooled to 25° C. and then poured onto ice. The product eventually (15 min) precipitates out as a voluminous solid and is filtered off with suction and washed with H2O. The residue is taken up with aqueous Na2CO3 solution (pH 8-9) and the product is extracted with EtOAc. The solvent is distilled off under r... The reactants are BrC1=CC(=C(C=C1)CN(S(=O)(=O)CC1=CC=CC=C1)CC(F)(F)F)F (N-[(4-bromo-2-fluoro-phenyl)methyl]-1-phenyl-N-(2,2,2-trifluoroethyl)methanesulfonamide), N1(CCNCC1)C(C)=O (1-piperazin-1-ylethanone), C1(CCCCC1)P(C1=C(C=CC=C1)C1=C(C=CC=C1OC(C)C)OC(C)C)C1CCCCC1 (2-dicyclohexylphosphino-2′,6′-di-i-propoxy-1,1′-biphenyl), CC(C)([O-])C.[Na+] (sodium tert-butoxide). Reagents/catalysts: C(C)(=O)[O-].[Pd+2].C(C)(=O)[O-] (palladium(II) acetate). The solvent is O1CCOCC1 (1,4-Dioxane). Conditions: temperature 100 celsius, time 16 hour. The product is C(C)(=O)N1CCN(CC1)C1=CC(=C(CN(S(=O)(=O)CC2=CC=CC=C2)CC(F)(F)F)C=C1)F (N-(4-(4-acetylpiperazin-1-yl)-2-fluorobenzyl)-1-phenyl-N-(2,2,2-trifluoroethyl)methanesulfonamide). Isolated yield 40.1%. As a reaction SMILES: Br[C:2]1[CH:7]=[CH:6][C:5]([CH2:8][N:9]([CH2:20][C:21]([F:24])([F:23])[F:22])[S:10]([CH2:13][C:14]2[CH:19]=[CH:18][CH:17]=[CH:16][CH:15]=2)(=[O:12])=[O:11])=[C:4]([F:25])[CH:3]=1.C1(P(C2CCCCC2)C2C=CC=CC=2C2C(OC(C)C)=CC=CC=2OC(C)C)CCCCC1.CC(C)([O-])C.[Na+].[N:65]1([C:71](=[O:73])[CH3:72])[CH2:70][CH2:69][NH:68][CH2:67][CH2:66]1>C([O-])(=O)C.[Pd+2].C([O-])(=O)C.O1CCOCC1>[C:71]([N:65]1[CH2:70][CH2:69][N:68]([C:2]2[CH:7]=[CH:6][C:5]([CH2:8][N:9]([CH2:20][C:21]([F:24])([F:23])[F:22])[S:10]([CH2:13][C:14]3[CH:19]=[CH:18][CH:17]=[CH:16][CH:15]=3)(=[O:12])=[O:11])=[C:4]([F:25])[CH:3]=2)[CH2:67][CH2:66]1)(=[O:73])[CH3:72] |f:2.3,5.6.7|. Procedure: In a vial, N-[(4-bromo-2-fluoro-phenyl)methyl]-1-phenyl-N-(2,2,2-trifluoroethyl)methanesulfonamide (Example 2, step 2) (100 mg; 0.22 mmol), palladium(II) acetate (3 mg, 0.011 mmol), 2-dicyclohexylphosphino-2′,6′-di-i-propoxy-1,1′-biphenyl (11 mg, 0.022 mmol) and sodium tert-butoxide (34 mg, 0.34 mmol) were weighed out and the vial was purged with nitrogen. 1,4-Dioxane (1 mL) and 1-piperazin-1-ylethanone (45 mg, 0.34 mmol) were then added and the reaction was stirred at 100° C. for 16 hours. The ... Reactants: COC(=O)OC1=CC=C(N)C=C1 (p-methoxycarbonyloxyaniline), C1=CC=CC=C1 (benzene), C(#N)C1=CC=C(C=O)C=C1 (p-cyanobenzaldehyde), [O-2].[Al+3].[O-2].[O-2].[Al+3] (aluminum oxide). Yields the product C(OC1=CC=C(C=C1)N=C(C1=CC=CC=C1)C#N)(OC)=O (p-[(-cyanobenzyliden)amino]phenyl methyl carbonate). Reaction SMILES: [CH3:1][O:2][C:3]([O:5][C:6]1[CH:12]=[CH:11][C:9]([NH2:10])=[CH:8][CH:7]=1)=[O:4].[C:13]([C:15]1C=CC(C=O)=CC=1)#[N:14].[O-2].[Al+3].[O-2].[O-2].[Al+3].[CH:28]1[CH:33]=[CH:32][CH:31]=[CH:30][CH:29]=1>>[C:3](=[O:4])([O:2][CH3:1])[O:5][C:6]1[CH:12]=[CH:11][C:9]([N:10]=[C:15]([C:13]#[N:14])[C:28]2[CH:33]=[CH:32][CH:31]=[CH:30][CH:29]=2)=[CH:8][CH:7]=1 |f:2.3.4.5.6|. Reported procedure: A mixture of 0.835 g. of p-methoxycarbonyloxyaniline and 0.655 g. of p-cyanobenzaldehyde is gassed with argon in 50 ml. of benzene and heated under reflux for 1 hour (bath temperature 130°). The resulting water is separated with a water separator. During an additional hour, benzene condensed in the reflux condenser is now passed back into the reaction vessel through a layer of 20 g. of aluminum oxide (act. I). After cooling, the reaction mixture is freed from solvent in vacuum at 50° C. bath tem... Starting materials: COC(CCN)=O (β-alanine methyl ester), ClC=1C(=NC(=C(C1OC1=CC(=C(C=C1)OC)C(C)C)Cl)NCC(=O)OC)F (3,5-Dichloro-2-fluoro-4-(3-isopropyl-4-methoxyphenoxy)-6-methoxycarbonylmethylaminopyridine). Yields the product ClC=1C(=NC(=C(C1OC1=CC(=C(C=C1)O)C(C)C)Cl)NCCC(=O)O)F (3,5-Dichloro-2-fluoro-4-(3-isopropyl-4-hydroxyphenoxy)-6-(2-hydroxycarbonylethylamino)pyridine). As a reaction SMILES: C[O:2][C:3](=[O:7])[CH2:4][CH2:5][NH2:6].[Cl:8][C:9]1[C:10]([F:34])=[N:11][C:12](NCC(OC)=O)=[C:13]([Cl:27])[C:14]=1[O:15][C:16]1[CH:21]=[CH:20][C:19]([O:22]C)=[C:18]([CH:24]([CH3:26])[CH3:25])[CH:17]=1>>[Cl:8][C:9]1[C:10]([F:34])=[N:11][C:12]([NH:6][CH2:5][CH2:4][C:3]([OH:2])=[O:7])=[C:13]([Cl:27])[C:14]=1[O:15][C:16]1[CH:21]=[CH:20][C:19]([OH:22])=[C:18]([CH:24]([CH3:26])[CH3:25])[CH:17]=1. Procedure: By use of β-alanine methyl ester in place of glycine methyl ester for the preparation of Compound 1e followed by deprotection as described for example 2.